Dataset: the Open Reaction Database (ORD), a public repository of structured organic reaction records. Task: describe an organic reaction: reactants, conditions, products, and yield Starting materials: CCCNCCCN, c1ccccc1, O=Cc1ccccn1. Product: CCCN1CCCNC1c1ccccn1. Reaction SMILES: [NH2:1][CH2:2][CH2:3][CH2:4][NH:5][CH2:6][CH2:7][CH3:8].[cH:17]1[cH:18][cH:19][cH:20][cH:21][cH:22]1.[n:9]1[c:10]([CH:15]=[O:16])[cH:11][cH:12][cH:13][cH:14]1>>[NH:1]1[CH2:2][CH2:3][CH2:4][N:5]([CH2:6][CH2:7][CH3:8])[CH:15]1[c:10]1[n:9][cH:14][cH:13][cH:12][cH:11]1.